This data is from the Open Reaction Database (ORD), a public repository of structured organic reaction records. The task is: describe an organic reaction: reactants, conditions, products, and yield The reactants are ClCCl, O=C(Cl)C(=O)Cl, [NH4+], CN(C)C=O, [OH-], O=C(O)c1ccc(-c2ccccc2)cc1. Yields the product NC(=O)c1ccc(-c2ccccc2)cc1. RXN SMILES: [CH2:29]([Cl:30])[Cl:31].[Cl:21][C:22]([C:23]([Cl:24])=[O:25])=[O:26].[NH4+:27].[O:16]=[CH:17][N:18]([CH3:19])[CH3:20].[OH-:28].[c:1]1(-[c:7]2[cH:8][cH:9][c:10]([C:11](=[O:12])[OH:13])[cH:14][cH:15]2)[cH:2][cH:3][cH:4][cH:5][cH:6]1>>[c:1]1(-[c:7]2[cH:8][cH:9][c:10]([C:11](=[O:12])[NH2:18])[cH:14][cH:15]2)[cH:2][cH:3][cH:4][cH:5][cH:6]1. Starting materials: [Cl-], O=S(=O)(O)CCCCCl, Cc1ccc(N)c(Cl)c1, O, c1ccncc1. Yields the product Cc1ccc(NS(=O)(=O)CCCCCl)c(Cl)c1. As a reaction SMILES: [Cl-:10].[Cl:11][CH2:12][CH2:13][CH2:14][CH2:15][S:16](=[O:17])(=[O:18])[OH:19].[Cl:1][c:2]1[c:3]([NH2:4])[cH:5][cH:6][c:7]([CH3:9])[cH:8]1.[OH2:20].[cH:21]1[cH:22][cH:23][n:24][cH:25][cH:26]1>>[Cl:1][c:2]1[c:3]([NH:4][S:16]([CH2:15][CH2:14][CH2:13][CH2:12][Cl:11])(=[O:17])=[O:18])[cH:5][cH:6][c:7]([CH3:9])[cH:8]1.